Dataset: the Open Reaction Database (ORD), a public repository of structured organic reaction records. Task: describe an organic reaction: reactants, conditions, products, and yield Procedure details: The compound (31.8 mg) obtained in Example 25 and 3,5-bis(trifluoromethyl)benzoic acid (31.0 mg) were reacted and treated in the same manner as in the method described in Example 33 to obtain the title compound. Reaction SMILES: Cl.[CH:2]([C@H:15]1[C@@H:20]([O:21][CH2:22][C:23]2[CH:28]=[C:27]([C:29]([F:32])([F:31])[F:30])[CH:26]=[C:25]([C:33]([F:36])([F:35])[F:34])[CH:24]=2)[CH2:19][CH2:18][NH:17][CH2:16]1)([C:9]1[CH:14]=[CH:13][CH:12]=[CH:11][CH:10]=1)[C:3]1[CH:8]=[CH:7][CH:6]=[CH:5][CH:4]=1.[F:37][C:38]([F:53])([F:52])[C:39]1[CH:40]=[C:41]([CH:45]=[C:46]([C:48]([F:51])([F:50])[F:49])[CH:47]=1)[C:42](O)=[O:43]>>[CH:2]([C@H:15]1[C@@H:20]([O:21][CH2:22][C:23]2[CH:28]=[C:27]([C:29]([F:30])([F:31])[F:32])[CH:26]=[C:25]([C:33]([F:36])([F:34])[F:35])[CH:24]=2)[CH2:19][CH2:18][N:17]([C:42](=[O:43])[C:41]2[CH:45]=[C:46]([C:48]([F:49])([F:50])[F:51])[CH:47]=[C:39]([C:38]([F:37])([F:52])[F:53])[CH:40]=2)[CH2:16]1)([C:9]1[CH:14]=[CH:13][CH:12]=[CH:11][CH:10]=1)[C:3]1[CH:4]=[CH:5][CH:6]=[CH:7][CH:8]=1 |f:0.1|. The reactants are Cl.C(C1=CC=CC=C1)(C1=CC=CC=C1)[C@@H]1CNCC[C@@H]1OCC1=CC(=CC(=C1)C(F)(F)F)C(F)(F)F (cis-3-Benzhydryl-4-[[3,5-bis(trifluoromethyl)benzyl]oxy]piperidine hydrochloride), FC(C=1C=C(C(=O)O)C=C(C1)C(F)(F)F)(F)F (3,5-bis(trifluoromethyl)benzoic acid). Yields the product C(C1=CC=CC=C1)(C1=CC=CC=C1)[C@@H]1CN(CC[C@@H]1OCC1=CC(=CC(=C1)C(F)(F)F)C(F)(F)F)C(C1=CC(=CC(=C1)C(F)(F)F)C(F)(F)F)=O (cis-3-Benzhydryl-1-[3,5-bis(trifluoromethyl)benzoyl]-4-[[3,5-bis(trifluoromethyl)benzyl]oxy]piperidine). The reactants are C(C1=CC=CC=C1)N([C@@H](CO)C(=O)O)C(=O)OCC1=CC=CC=C1 (benzyl-N-benzyloxycarbonyl serine), C(CCCCCCCCCCC)OP(O)(O)=O (monolauryl phosphoric acid), S(=O)(Cl)Cl (thionyl chloride), N1=CC=CC2=CC=CC=C12 (quinoline). The reagents and catalysts are [Pd] (palladium/carbon). Solvent: C(Cl)(Cl)Cl (chloroform), C(Cl)(Cl)Cl (chloroform), O (water), CO (methanol). Run at temperature 50 celsius, time 4 hour. Product: NC(COP(OCCC(=O)O)(O)=O)CCCCCCCCCC (2-amino-2-carboxyethyl-lauryl phosphoric acid). Yield: 47.4%. Reaction SMILES: [CH2:1]([O:13][P:14](=[O:17])([OH:16])[OH:15])[CH2:2][CH2:3][CH2:4][CH2:5][CH2:6][CH2:7][CH2:8][CH2:9][CH2:10][CH2:11][CH3:12].S(Cl)(Cl)=O.[N:22]1C2C(=CC=CC=2)C=CC=1.C(N(C(OCC1C=CC=CC=1)=O)[C@H:40]([C:43]([OH:45])=[O:44])[CH2:41]O)C1C=CC=CC=1>[Pd].CO.O.C(Cl)(Cl)Cl>[NH2:22][CH:2]([CH2:3][CH2:4][CH2:5][CH2:6][CH2:7][CH2:8][CH2:9][CH2:10][CH2:11][CH3:12])[CH2:1][O:13][P:14](=[O:15])([OH:16])[O:17][CH2:41][CH2:40][C:43]([OH:45])=[O:44]. Procedure details: 100.0 g (0.38 mol) of monolauryl phosphoric acid and 134.4 g (1.13 mol) of thionyl chloride were charged in a reactor and heated under stirring at 50° C. for 4 hours under a nitrogen gas stream. After the reaction was completed, 100 ml of chloroform was added to dissolve the reaction product and 103.4 g (0.80 mol) quinoline was added and stirred. The solution was added dropwise at 0° C. under a nitrogen gas stream to a solution prepared by dissolving 157.5 g (0.46 mol) of benzyl-N-benzyloxycarbo... The reactants are ClC1=CC(=CC=C1)C(=O)OO (m-chloroperbenzoic acid), C(#N)C=1C=C2C(=C(C(C2=CC1)=CC1=CC=C(C=C1)S(=O)C)C)CC(=O)O (5-cyano-2-methyl-1-(p-methylsulfinylbenzylidene)-3-indenylacetic acid). Solvent: CC(=O)C (acetone). The product is C(#N)C=1C=C2C(=C(C(C2=CC1)=CC1=CC=C(C=C1)S(=O)(=O)C)C)CC(=O)O (5-Cyano-2-methyl-1-(p-methylsulfonylbenzylidene)-3-indenylacetic acid). Reaction SMILES: ClC1C=CC=C(C(OO)=[O:9])C=1.[C:12]([C:14]1[CH:15]=[C:16]2[C:20](=[CH:21][CH:22]=1)[C:19](=[CH:23][C:24]1[CH:29]=[CH:28][C:27]([S:30]([CH3:32])=[O:31])=[CH:26][CH:25]=1)[C:18]([CH3:33])=[C:17]2[CH2:34][C:35]([OH:37])=[O:36])#[N:13]>CC(C)=O>[C:12]([C:14]1[CH:15]=[C:16]2[C:20](=[CH:21][CH:22]=1)[C:19](=[CH:23][C:24]1[CH:29]=[CH:28][C:27]([S:30]([CH3:32])(=[O:9])=[O:31])=[CH:26][CH:25]=1)[C:18]([CH3:33])=[C:17]2[CH2:34][C:35]([OH:37])=[O:36])#[N:13]. Procedure details: 5-Cyano-2-methyl-1-(p-methylsulfonylbenzylidene)-3-indenylacetic acid is prepared by the addition of 1.0 mole of m-chloroperbenzoic acid per mole of 5-cyano-2-methyl-1-(p-methylsulfinylbenzylidene)-3-indenylacetic acid in an acetone solution. Reaction SMILES: [CH3:13][C:14](=[O:15])[CH2:16][CH3:17].[I-:12].[NH2:1][c:2]1[c:3]([C:9]#[N:10])[n:4][c:5]([Cl:8])[cH:6][cH:7]1.[Na+:11]>>[NH2:1][c:2]1[c:3]([C:9]#[N:10])[n:4][c:5]([I:12])[cH:6][cH:7]1. Reactants: CCC(C)=O, [I-], N#Cc1nc(Cl)ccc1N, [Na+]. The product is N#Cc1nc(I)ccc1N. Reactants: C[O-].[Na+] (sodium methoxide), C(C)(=O)NC1=CC=C(C=C1)NC(=O)NCCCl (1-(p-acetamidophenyl)-3-(2-chloroethyl) urea), ice water. The solvent is CO (methyl alcohol), CN(C=O)C (dimethylformamide). Run at time 1 hour. Product: C(C)(=O)NC1=CC=C(C=C1)N1C(NCC1)=O (1-(p-acetamidophenyl)-2-imidazolidinone). RXN SMILES: [C:1]([NH:4][C:5]1[CH:10]=[CH:9][C:8]([NH:11][C:12]([NH:14][CH2:15][CH2:16]Cl)=[O:13])=[CH:7][CH:6]=1)(=[O:3])[CH3:2].C[O-].[Na+]>CN(C)C=O.CO>[C:1]([NH:4][C:5]1[CH:10]=[CH:9][C:8]([N:11]2[CH2:16][CH2:15][NH:14][C:12]2=[O:13])=[CH:7][CH:6]=1)(=[O:3])[CH3:2] |f:1.2|. Procedure: A mixture of 1600 g of 1-(p-acetamidophenyl)-3-(2-chloroethyl) urea in 7200 ml of dimethylformamide is stirred at room temperature under an atmosphere of nitrogen. To the resulting solution is added a solution of 400 g of sodium methoxide in 2000 ml of methyl alcohol (anhydrous) in a thin stream over a 90-minute period. The temperature rises during the addition. The reaction mixture is stirred for an additional 20 minutes and then heated to 70°-75° and kept at this temperature for 1 hour. The re... Reactants: C(C1=CC=CC=C1)(=O)NC1=C(C=C(C(=C1)Cl)N)O (2-benzamido-4-chloro-5-aminophenol), C(C)(C)(CC)C1=C(OC(C(=O)Cl)CC)C=CC(=C1)C(C)(C)CC (2-(2,4-di-t-amylphenoxy)butanoic acid chloride), N1=CC=CC=C1 (pyridine). Solvent: C(C)(=O)OCC (ethyl acetate). Run at time 3 hour. The product is C(C1=CC=CC=C1)(=O)NC1=C(C=C(C(=C1)Cl)NC(C(CC)OC1=C(C=C(C=C1)C(C)(C)CC)C(C)(C)CC)=O)O (2-benzamido-4-chloro-5-{2-(2,4-di-t-amylphenoxy)butanamido}phenol). Reaction SMILES: [C:1]([NH:9][C:10]1[CH:15]=[C:14]([Cl:16])[C:13]([NH2:17])=[CH:12][C:11]=1[OH:18])(=[O:8])[C:2]1[CH:7]=[CH:6][CH:5]=[CH:4][CH:3]=1.[C:19]([C:24]1[CH:36]=[C:35]([C:37]([CH2:40][CH3:41])([CH3:39])[CH3:38])[CH:34]=[CH:33][C:25]=1[O:26][CH:27]([CH2:31][CH3:32])[C:28](Cl)=[O:29])([CH2:22][CH3:23])([CH3:21])[CH3:20].N1C=CC=CC=1>C(OCC)(=O)C>[C:1]([NH:9][C:10]1[CH:15]=[C:14]([Cl:16])[C:13]([NH:17][C:28](=[O:29])[CH:27]([O:26][C:25]2[CH:33]=[CH:34][C:35]([C:37]([CH2:40][CH3:41])([CH3:39])[CH3:38])=[CH:36][C:24]=2[C:19]([CH2:22][CH3:23])([CH3:21])[CH3:20])[CH2:31][CH3:32])=[CH:12][C:11]=1[OH:18])(=[O:8])[C:2]1[CH:3]=[CH:4][CH:5]=[CH:6][CH:7]=1. Procedure: In 100 of ethyl acetate was dissolved 15 g (57×10-3 mole) of 2-benzamido-4-chloro-5-aminophenol, and then 21 g of 2-(2,4-di-t-amylphenoxy)butanoic acid chloride and 5 g of pyridine were added thereto and the mixture was stirred at room temperature for 3 hours. After the reaction, a solvent was distilled off, and the residue was separated and purified through column chromatography and recrystallized from n-hexane to obtain the title compound. Yield: 14.1 g, FD-Mass: 564, melting point: 190° to 19...